describe an organic reaction: reactants, conditions, products, and yield From a dataset of the Open Reaction Database (ORD), a public repository of structured organic reaction records. Reactants: C[C@@H]1CN(C[C@@H](O1)C)C1=C(C2=C(C(=NO2)C=2N=C(OC2)C)C=C1CO)F ({6-[(2R,6S)-2,6-dimethylmorpholin-4-yl]-7-fluoro-3-(2-methyl-1,3-oxazol-4-yl)-1,2-benzoxazol-5-yl}methanol). The reagents and catalysts are O=[Mn]=O (MnO2). Solvent: C(Cl)Cl (DCM). Run at time 1 hour. The product is C[C@@H]1CN(C[C@@H](O1)C)C1=C(C2=C(C(=NO2)C=2N=C(OC2)C)C=C1C=O)F (6-[(2R,6S)-2,6-dimethylmorpholin-4-yl]-7-fluoro-3-(2-methyl-1,3-oxazol-4-yl)-1,2-benzoxazole-5-carbaldehyde). RXN SMILES: [CH3:1][C@H:2]1[O:7][C@@H:6]([CH3:8])[CH2:5][N:4]([C:9]2[C:23]([CH2:24][OH:25])=[CH:22][C:12]3[C:13]([C:16]4[N:17]=[C:18]([CH3:21])[O:19][CH:20]=4)=[N:14][O:15][C:11]=3[C:10]=2[F:26])[CH2:3]1>C(Cl)Cl.O=[Mn]=O>[CH3:1][C@H:2]1[O:7][C@@H:6]([CH3:8])[CH2:5][N:4]([C:9]2[C:23]([CH:24]=[O:25])=[CH:22][C:12]3[C:13]([C:16]4[N:17]=[C:18]([CH3:21])[O:19][CH:20]=4)=[N:14][O:15][C:11]=3[C:10]=2[F:26])[CH2:3]1. Procedure: MnO2 (227 mg, 2.8 mmol) was added at 0° C. to a solution of {6-[(2R,6S)-2,6-dimethylmorpholin-4-yl]-7-fluoro-3-(2-methyl-1,3-oxazol-4-yl)-1,2-benzoxazol-5-yl}methanol Intermediate 311, 50 mg, 0.13 mmol) in anhydrous DCM (5 mL), and the mixture was allowed to stir for 1 h at room temperature. The reaction mixture was filtered and the solvents were removed under vacuum and the residue was purified by silica gel chromatography using ethyl acetate-pet. ether gradient to give product as a solid. Yiel... Reactants: COC(CC1=C(C=C(C=C1)Cl)F)=O ((4-chloro-2-fluoro-phenyl)-acetic Acid Methyl Ester), C1(CCCCC1)P(C1=C(C=CC=C1)C1=C(C=CC=C1OC)OC)C1CCCCC1 (2-dicyclohexylphosphino-2′,6′-dimethoxy-1,1′-biphenyl), P(=O)([O-])([O-])[O-].[K+].[K+].[K+] (potassium phosphate), C(C)C(CC)(C1=CC(=C(C=C1)B1OC(C(O1)(C)C)(C)C)C)C1=CC(=C(C=C1)/C=C/C(C(F)(F)F)(O)C(F)(F)F)C ((E)-4-(4-{1-ethyl-1-[3-methyl-4-(4,4,5,5-tetramethyl-[1,3,2]dioxaborolan-2-yl)-phenyl]-propyl}-2-methyl-phenyl)-1,1,1-trifluoro-2-trifluoromethyl-3-buten-2-ol). Reagents/catalysts: C(C)(=O)[O-].[Pd+2].C(C)(=O)[O-] (palladium acetate). Solvent: C1(=CC=CC=C1)C (toluene), O (water). Conditions: temperature 100 celsius, time 8 hour. Yields the product COC(CC1=C(C=C(C=C1)C1=C(C=C(C=C1)C(CC)(C1=CC(=C(C=C1)\C=C\C(C(F)(F)F)(C(F)(F)F)O)C)CC)C)F)=O ((4′-{1-ethyl-1-[3-methyl-4-((E)-4,4,4-trifluoro-3-hydroxy-3-trifluoromethyl-1-butenyl)-phenyl]-propyl}-3-fluoro-2′-methyl-biphenyl-4-yl)-acetic Acid Methyl Ester). Isolated yield 49.5%. Reaction SMILES: [CH3:1][O:2][C:3](=[O:13])[CH2:4][C:5]1[CH:10]=[CH:9][C:8](Cl)=[CH:7][C:6]=1[F:12].C1(P(C2CCCCC2)C2C=CC=CC=2C2C(OC)=CC=CC=2OC)CCCCC1.P([O-])([O-])([O-])=O.[K+].[K+].[K+].[CH2:51]([C:53]([C:72]1[CH:77]=[CH:76][C:75](/[CH:78]=[CH:79]/[C:80]([C:86]([F:89])([F:88])[F:87])([OH:85])[C:81]([F:84])([F:83])[F:82])=[C:74]([CH3:90])[CH:73]=1)([C:56]1[CH:61]=[CH:60][C:59](B2OC(C)(C)C(C)(C)O2)=[C:58]([CH3:71])[CH:57]=1)[CH2:54][CH3:55])[CH3:52]>C1(C)C=CC=CC=1.C([O-])(=O)C.[Pd+2].C([O-])(=O)C.O>[CH3:1][O:2][C:3](=[O:13])[CH2:4][C:5]1[CH:10]=[CH:9][C:8]([C:59]2[CH:60]=[CH:61][C:56]([C:53]([CH2:54][CH3:55])([C:72]3[CH:77]=[CH:76][C:75](/[CH:78]=[CH:79]/[C:80]([OH:85])([C:86]([F:88])([F:89])[F:87])[C:81]([F:84])([F:83])[F:82])=[C:74]([CH3:90])[CH:73]=3)[CH2:51][CH3:52])=[CH:57][C:58]=2[CH3:71])=[CH:7][C:6]=1[F:12] |f:2.3.4.5,8.9.10|. Procedure details: (4-Chloro-2-fluoro-phenyl)acetic acid methyl ester (Example 40; 26.5 mg, 0.131 mmol), palladium acetate (2.0 mg, 0.009 mmol), 2-dicyclohexylphosphino-2′,6′-dimethoxy-1,1′-biphenyl (7.2 mg, 0.018 mmol), potassium phosphate (56 mg, 0.263 mmol) and water (0.1 mL) were added to a solution of (E)-4-(4-{1-ethyl-1-[3-methyl-4-(4,4,5,5-tetramethyl-[1,3,2]dioxaborolan-2-yl)-phenyl]-propyl}-2-methyl-phenyl)-1,1,1-trifluoro-2-trifluoromethyl-3-buten-2-ol (Example 26-(5); 50 mg, 0.088 mmol) in toluene (1 mL... The reactants are COCC1CC(c2ncc(-c3ccc4c(c3)COc3cc5c(ccc6nc(C7CCC(C)N7C(=O)C(NC(=O)OC)C(C)C)[nH]c65)cc3-4)[nH]2)N(C(=O)OC(C)(C)C)C1, COCC1CC(c2ncc(-c3ccc4c(c3)COc3cc5c(cc3-4)CCc3nc(C4CCC(C)N4C(=O)C(NC(=O)OC)C(C)C)[nH]c3-5)[nH]2)N(C(=O)OC(C)(C)C)C1. Yields the product COCC1CC(c2ncc(-c3ccc4c(c3)COc3cc5c(ccc6nc(C7CCCN7C(=O)C(NC(=O)OC)C(C)C)[nH]c65)cc3-4)[nH]2)N(C(=O)OC(C)(C)C)C1. Reaction SMILES: [CH3:1][O:2][C:3](=[O:4])[NH:5][CH:6]([CH:7]([CH3:8])[CH3:9])[C:10](=[O:11])[N:12]1[CH:13]([c:18]2[n:19][c:20]3[c:21]([nH:22]2)[c:23]2[cH:24][c:25]4[c:26]([cH:27][c:28]2[cH:29][cH:30]3)-[c:31]2[cH:32][cH:33][c:34](-[c:39]3[cH:40][n:41][c:42]([CH:44]5[N:45]([C:52](=[O:53])[O:54][C:55]([CH3:56])([CH3:57])[CH3:58])[CH2:46][CH:47]([CH2:49][O:50][CH3:51])[CH2:48]5)[nH:43]3)[cH:35][c:36]2[CH2:37][O:38]4)[CH2:14][CH2:15][CH:16]1[CH3:17].[CH3:59][O:60][C:61]([NH:62][CH:63]([C:64]([N:65]1[CH:66]([CH3:67])[CH2:68][CH2:69][CH:70]1[c:71]1[nH:72][c:73]2[c:78]([n:79]1)[CH2:77][CH2:76][c:75]1[c:74]-2[cH:87][c:86]2[c:81]([cH:80]1)-[c:82]1[c:83]([cH:88][c:89](-[c:90]3[nH:91][c:92]([CH:93]4[CH2:94][CH:95]([CH2:96][O:97][CH3:98])[CH2:99][N:100]4[C:101]([O:102][C:103]([CH3:104])([CH3:105])[CH3:106])=[O:107])[n:108][cH:109]3)[cH:110][cH:111]1)[CH2:84][O:85]2)=[O:112])[CH:113]([CH3:114])[CH3:115])=[O:116]>>[CH3:1][O:2][C:3](=[O:4])[NH:5][CH:6]([CH:7]([CH3:8])[CH3:9])[C:10](=[O:11])[N:12]1[CH:13]([c:18]2[n:19][c:20]3[c:21]([nH:22]2)[c:23]2[cH:24][c:25]4[c:26]([cH:27][c:28]2[cH:29][cH:30]3)-[c:31]2[cH:32][cH:33][c:34](-[c:39]3[cH:40][n:41][c:42]([CH:44]5[N:45]([C:52](=[O:53])[O:54][C:55]([CH3:56])([CH3:57])[CH3:58])[CH2:46][CH:47]([CH2:49][O:50][CH3:51])[CH2:48]5)[nH:43]3)[cH:35][c:36]2[CH2:37][O:38]4)[CH2:14][CH2:15][CH2:16]1. Reactants: CCNc1nc(C(F)(F)F)ccc1C=CC(=O)O, Cl, CS(=O)(=O)Nc1c(F)cc(CN)cc1F. The product is CCNc1nc(C(F)(F)F)ccc1C=CC(=O)NCc1cc(F)c(NS(C)(=O)=O)c(F)c1. Reaction SMILES: [CH2:17]([CH3:18])[NH:19][c:20]1[n:21][c:22]([C:31]([F:32])([F:33])[F:34])[cH:23][cH:24][c:25]1[CH:26]=[CH:27][C:28](=[O:29])[OH:30].[ClH:16].[NH2:1][CH2:2][c:3]1[cH:4][c:5]([F:15])[c:6]([NH:10][S:11](=[O:12])(=[O:13])[CH3:14])[c:7]([F:9])[cH:8]1>>[NH:1]([CH2:2][c:3]1[cH:4][c:5]([F:15])[c:6]([NH:10][S:11](=[O:12])(=[O:13])[CH3:14])[c:7]([F:9])[cH:8]1)[C:28]([CH:27]=[CH:26][c:25]1[c:20]([NH:19][CH2:17][CH3:18])[n:21][c:22]([C:31]([F:32])([F:33])[F:34])[cH:23][cH:24]1)=[O:29].